This data is from the Open Reaction Database (ORD), a public repository of structured organic reaction records. The task is: describe an organic reaction: reactants, conditions, products, and yield Starting materials: NC1=NC(=C(C(=N1)OS(=O)(=O)C(F)(F)F)[N+](=O)[O-])C=1OC=CC1 (trifluoro-methanesulfonic acid 2-amino-6-furan-2-yl-5-nitro-pyrimidin-4-yl ester), ( 46 ), ( 70 ), ( 62 ), ( 100 ), ( 45 ), ( 62 ), ( 68 ), ( 48 ), ( 86 ), C(CCC)O (butanol), C1CCC2=NCCCN2CC1 (DBU), ( 48 ). The solvent is COCCOC (DME). Yields the product C(CCC)OC1=NC(=NC(=C1[N+](=O)[O-])C=1OC=CC1)N (4-Butoxy-6-furan-2-yl-5-nitro-pyrimidin-2-yl-amine). As a reaction SMILES: [NH2:1][C:2]1[N:7]=[C:6]([O:8]S(C(F)(F)F)(=O)=O)[C:5]([N+:16]([O-:18])=[O:17])=[C:4]([C:19]2[O:20][CH:21]=[CH:22][CH:23]=2)[N:3]=1.[CH2:24](O)[CH2:25][CH2:26][CH3:27].C1CCN2C(=NCCC2)CC1>COCCOC>[CH2:24]([O:8][C:6]1[C:5]([N+:16]([O-:18])=[O:17])=[C:4]([C:19]2[O:20][CH:21]=[CH:22][CH:23]=2)[N:3]=[C:2]([NH2:1])[N:7]=1)[CH2:25][CH2:26][CH3:27]. Procedure details: From trifluoro-methanesulfonic acid 2-amino-6-furan-2-yl-5-nitro-pyrimidin-4-yl ester, butanol and DBU in DME. EI-MS m/e (%): 278 (M+, 24), 249 ([M—C2H5]+, 28), 193 (70), 177 (100), 150 (48), 108 (86), 94 (62), 70 (48), 69 (46), 43 (68), 41 (62), 29 (45). Reactants: O=C([O-])[O-], CCN(CC)C(=O)CCl, [Cs+], [Cs+], CN(C)C=O, O=C(O)c1[nH]c2ccccc2c1Nc1ccncc1. The product is CCN(CC)C(=O)COC(=O)c1[nH]c2ccccc2c1Nc1ccncc1. Reaction SMILES: [C:20](=[O:21])([O-:22])[O-:23].[Cl:26][CH2:27][C:28](=[O:29])[N:30]([CH2:31][CH3:32])[CH2:33][CH3:34].[Cs+:24].[Cs+:25].[O:35]=[CH:36][N:37]([CH3:38])[CH3:39].[n:1]1[cH:2][cH:3][c:4]([NH:7][c:8]2[c:9]([C:17](=[O:18])[OH:19])[nH:10][c:11]3[cH:12][cH:13][cH:14][cH:15][c:16]23)[cH:5][cH:6]1>>[n:1]1[cH:2][cH:3][c:4]([NH:7][c:8]2[c:9]([C:17]([O:18][CH2:27][C:28](=[O:29])[N:30]([CH2:31][CH3:32])[CH2:33][CH3:34])=[O:19])[nH:10][c:11]3[cH:12][cH:13][cH:14][cH:15][c:16]23)[cH:5][cH:6]1. Starting materials: C(C)(C)C=1C(=C(C(=C(C1)C(C)C)CCC)C1=C(C=C(C=C1)F)OCC1=CC=CC=C1)CO (3,5-Diisopropyl-2-hydroxymethyl-6-propyl-4′-fluoro-2′-benzyloxy-1,1′-biphenyl). The solvent is CCCCCC.CCOC(=O)C (hexane EtOAc). Yields the product C(C)(C)C=1C(=C(C(=C(C1)C(C)C)CCC)C1=C(C=C(C=C1)F)OCC1=CC=CC=C1)C=O (3,5-Diisopropyl-2-formyl-6-propyl-4′-fluoro-2′-benzyloxy-1,1′-biphenyl). Yield: 88.0%. RXN SMILES: [CH:1]([C:4]1[C:5]([CH2:31][OH:32])=[C:6]([C:16]2[CH:21]=[CH:20][C:19]([F:22])=[CH:18][C:17]=2[O:23][CH2:24][C:25]2[CH:30]=[CH:29][CH:28]=[CH:27][CH:26]=2)[C:7]([CH2:13][CH2:14][CH3:15])=[C:8]([CH:10]([CH3:12])[CH3:11])[CH:9]=1)([CH3:3])[CH3:2]>CCCCCC.CCOC(C)=O>[CH:1]([C:4]1[C:5]([CH:31]=[O:32])=[C:6]([C:16]2[CH:21]=[CH:20][C:19]([F:22])=[CH:18][C:17]=2[O:23][CH2:24][C:25]2[CH:26]=[CH:27][CH:28]=[CH:29][CH:30]=2)[C:7]([CH2:13][CH2:14][CH3:15])=[C:8]([CH:10]([CH3:12])[CH3:11])[CH:9]=1)([CH3:2])[CH3:3] |f:1.2|. Reported procedure: Prepared from the intermediate obtained in Step A by the procedure described in Example 218, Step A. Silica gel chromatography (95:5 hexane/EtOAc) provided a colorless crystalline solid (0.323 g, 88%). 1H NMR (CDCl3, 300 MHz): δ 9.74 (s, 1H), 7.41 (s, 1H), 7.22-7.28 (m, 3H), 7.06-7.13 (m, 3H), 6.72-6.80 (m, 2H), 5.00 (s, 2H), 3.91 (sept, 6.8 Hz, 1H), 3.23 (sept, 6.7 Hz, 1H), 2.37-2.46 (m, 1H), 2.17-2.27 (m, 1H), 1.20-1.36 (m, 14H), 0.73 (t, 7.4 Hz, 3H). FAB-MS: calculated for C29H33FO2 432; foun... The reactants are COC1=CC2=C(C(=C(O2)C=2C=NNC2)C(=O)C2=CC(=C(C(=C2)OC)OC)OC)C=C1 ([6-methoxy-2-(1H-pyrazol-4-yl)-benzofuran-3-yl]-(3,4,5-trimethoxyphenyl)-methanone), ClCCl (dichloromethane), cupric acetate, COC1=CC=C(C=C1)B(O)O (4-methoxy-phenyl boronic acid), O=O (oxygen). The solvent is N1=CC=CC=C1 (pyridine). Run at time 2 day. Yields the product COC1=CC2=C(C(=C(O2)C=2C=NN(C2)C2=CC=C(C=C2)OC)C(=O)C2=CC(=C(C(=C2)OC)OC)OC)C=C1 ({6-Methoxy-2-[1-(4-methoxy-phenyl)-1H-pyrazol-4-yl]-benzofuran-3-yl}-(3,4,5-trimethoxyphenyl)-methanone). Yield: 14.4%. As a reaction SMILES: [CH3:1][O:2][C:3]1[CH:30]=[CH:29][C:6]2[C:7]([C:15]([C:17]3[CH:22]=[C:21]([O:23][CH3:24])[C:20]([O:25][CH3:26])=[C:19]([O:27][CH3:28])[CH:18]=3)=[O:16])=[C:8]([C:10]3[CH:11]=[N:12][NH:13][CH:14]=3)[O:9][C:5]=2[CH:4]=1.ClCCl.[CH3:34][O:35][C:36]1[CH:41]=[CH:40][C:39](B(O)O)=[CH:38][CH:37]=1.O=O>N1C=CC=CC=1>[CH3:1][O:2][C:3]1[CH:30]=[CH:29][C:6]2[C:7]([C:15]([C:17]3[CH:18]=[C:19]([O:27][CH3:28])[C:20]([O:25][CH3:26])=[C:21]([O:23][CH3:24])[CH:22]=3)=[O:16])=[C:8]([C:10]3[CH:14]=[N:13][N:12]([C:39]4[CH:40]=[CH:41][C:36]([O:35][CH3:34])=[CH:37][CH:38]=4)[CH:11]=3)[O:9][C:5]=2[CH:4]=1. Reported procedure: To an 8 mL screw cap glass vial was added [6-methoxy-2-(1H-pyrazol-4-yl)-benzofuran-3-yl]-(3,4,5-trimethoxyphenyl)-methanone (11 mg, 0.027 mmol), 3 Å molecular sieves, dichloromethane (0.5 mL), cupric acetate (10 mg, 0.054 mmol), 4-methoxy-phenyl boronic acid (9 mg, 0.059 mmol) and pyridine (15 μL, excess) and the capped vial was shaken at room temperature for two days with occasional removal of the cap to expose the mixture to atmospheric oxygen. After this time the reaction mixture was filtere... Reactants: C(C1=CC=CC=C1)OC(NCC1=CC=C(C=C1)C1=NN(C=2NC(C=3CCCCC3C21)=O)C)=O (benzyl[4-(3-methyl-5-oxo-3,4,6,7,8,9-hexahydropyrazolo[3,4-c]isoquinolin-1-yl)benzyl]carbamate). Solvent: FC(C(=O)O)(F)F (trifluoroacetic acid). Product: NCC1=CC=C(C=C1)C1=NN(C=2NC(C=3CCCCC3C21)=O)C (1-(4-aminomethylphenyl)-3-methyl-3,4,6,7,8,9-hexahydropyrazolo[3,4-c]isoquinolin-5-one). Isolated yield 113.5%. As a reaction SMILES: C(OC(=O)[NH:10][CH2:11][C:12]1[CH:17]=[CH:16][C:15]([C:18]2[C:30]3[C:29]4[CH2:28][CH2:27][CH2:26][CH2:25][C:24]=4[C:23](=[O:31])[NH:22][C:21]=3[N:20]([CH3:32])[N:19]=2)=[CH:14][CH:13]=1)C1C=CC=CC=1>FC(F)(F)C(O)=O>[NH2:10][CH2:11][C:12]1[CH:17]=[CH:16][C:15]([C:18]2[C:30]3[C:29]4[CH2:28][CH2:27][CH2:26][CH2:25][C:24]=4[C:23](=[O:31])[NH:22][C:21]=3[N:20]([CH3:32])[N:19]=2)=[CH:14][CH:13]=1. Reported procedure: A solution of Example 39 (90 mg, 0.2 mmol) in trifluoroacetic acid (10 mL) was stirred at 50° C. for 4 hours. After cooling, the mixture was concentrated and the residue purified by HPLC (Zorbax, C-18, 250×2.54 column, Mobile phase A 0.1% trifluoroacetic acid in water, B 0.1% trifluoroacetic acid in acetonitrile, 0-100% gradient) to provide 70 mg of the title compound as the trifluoroacetate salt. 1H NMR (CD3OD) □ 1.53-1.63 (m, 2H), 1.71-1.80 (m, 2H), 2.42-2.54 (m, 4H), 3.92 (s, 3H), 4.21 (s, 2H... Reactants: [OH-].[Na+] (NaOH), C(C)OC(C(C)(C)O)=O (Ethyl-2-hydroxyisobutyrate), C(C1=CC=CC=C1)N1N=C(C2=CC=CC=C12)CCl (1-benzyl-3-chloromethyl-1H-indazole), [H-].[Na+] (NaH). The solvent is CN(C)C=O (DMF), C1(=CC=CC=C1)C (toluene), C1(=CC=CC=C1)C (toluene), CN(C)C=O (DMF). Run at temperature 90 celsius. The product is C(C1=CC=CC=C1)N1N=C(C2=CC=CC=C12)COC(C(=O)O)(C)C (2-[1(1-benzyl-1H-indazol-3-yl)methoxy]-2-methylpropanoic acid). As a reaction SMILES: C([O:3][C:4](=[O:9])[C:5]([OH:8])([CH3:7])[CH3:6])C.[H-].[Na+].[CH2:12]([N:19]1[C:27]2[C:22](=[CH:23][CH:24]=[CH:25][CH:26]=2)[C:21]([CH2:28]Cl)=[N:20]1)[C:13]1[CH:18]=[CH:17][CH:16]=[CH:15][CH:14]=1.[OH-].[Na+]>C1(C)C=CC=CC=1.CN(C=O)C>[CH2:12]([N:19]1[C:27]2[C:22](=[CH:23][CH:24]=[CH:25][CH:26]=2)[C:21]([CH2:28][O:8][C:5]([CH3:6])([CH3:7])[C:4]([OH:3])=[O:9])=[N:20]1)[C:13]1[CH:14]=[CH:15][CH:16]=[CH:17][CH:18]=1 |f:1.2,4.5|. Procedure: Ethyl-2-hydroxyisobutyrate (18.5 g, 140 mmol, 1.2 eq.), toluene (100 mL) and DMF (20 mL) were placed in a three-necked flask fitted with a mechanical stirrer and a reflux condenser under an inert atmosphere. A dispersion of 60% NaH (5.6 g, 140 mmol, 1.2 eq.) was added to the mixture in portions over a period of approximately 1.5 hours. A solution of 1-benzyl-3-chloromethyl-1H-indazole (30 g, 117 mmol, 1 eq.) in toluene (90 mL) and DMF (60 mL) was then added dropwise. The reaction mixture was hea... Starting materials: COc1ccc2c(Cl)nc(Nc3cc(C)[nH]n3)cc2c1, Oc1cccc(F)c1. The product is COc1ccc2c(Oc3cccc(F)c3)nc(Nc3cc(C)[nH]n3)cc2c1. As a reaction SMILES: [Cl:9][c:10]1[n:11][c:12]([NH:22][c:23]2[n:24][nH:25][c:26]([CH3:28])[cH:27]2)[cH:13][c:14]2[cH:15][c:16]([O:20][CH3:21])[cH:17][cH:18][c:19]12.[F:1][c:2]1[cH:3][c:4]([OH:8])[cH:5][cH:6][cH:7]1>>[F:1][c:2]1[cH:3][c:4]([O:8][c:10]2[n:11][c:12]([NH:22][c:23]3[n:24][nH:25][c:26]([CH3:28])[cH:27]3)[cH:13][c:14]3[cH:15][c:16]([O:20][CH3:21])[cH:17][cH:18][c:19]23)[cH:5][cH:6][cH:7]1.